This data is from the Open Reaction Database (ORD), a public repository of structured organic reaction records. The task is: describe an organic reaction: reactants, conditions, products, and yield The reactants are CC1(N(CCC1)CCCOC1=CC=C(C=C1)C1(CCCCC1)C#N)C (1-{4-[3-(2,2-dimethylpyrrolidin-1-yl)propoxy]phenyl}cyclohexanecarbonitrile), O (water), [OH-].[Na+] (NaOH), [H-].[H-].[H-].[H-].[Li+].[Al+3] (LiAlH4), O (water). The solvent is CCOCC (Et2O), C(C)(=O)OCC (Ethyl acetate). Reaction conditions: temperature 7.5 celsius. The product is N (ammonia), CC1(N(CCC1)CCCOC1=CC=C(C=C1)C1(CCCCC1)CN)C ([(1-{4-[3-(2,2-dimethylpyrrolidin-1-yl)propoxy]phenyl}-cyclo-hexyl)methyl]amine). The yield is 73.5%. As a reaction SMILES: [H-].[H-].[H-].[H-].[Li+].[Al+3].[CH3:7][C:8]1([CH3:31])[CH2:12][CH2:11][CH2:10][N:9]1[CH2:13][CH2:14][CH2:15][O:16][C:17]1[CH:22]=[CH:21][C:20]([C:23]2([C:29]#[N:30])[CH2:28][CH2:27][CH2:26][CH2:25][CH2:24]2)=[CH:19][CH:18]=1.O.[OH-].[Na+]>CCOCC.C(OCC)(=O)C>[NH3:9].[CH3:7][C:8]1([CH3:31])[CH2:12][CH2:11][CH2:10][N:9]1[CH2:13][CH2:14][CH2:15][O:16][C:17]1[CH:22]=[CH:21][C:20]([C:23]2([CH2:29][NH2:30])[CH2:28][CH2:27][CH2:26][CH2:25][CH2:24]2)=[CH:19][CH:18]=1 |f:0.1.2.3.4.5,8.9|. Procedure details: To a stirred suspension of LiAlH4 (1.0M in diethyl ether, 0.4 ml, 0.40 mmol) at 0° C. under an atmosphere of nitrogen was added 1-{4-[3-(2,2-dimethylpyrrolidin-1-yl)propoxy]phenyl}cyclohexanecarbonitrile (27 mg, 0.079 mmol) in Et2O (15 mL) over 15 minutes maintaining the temperature at 5 to 10° C. The reaction mixture was allowed to warm up to ambient temperature for 20 minutes then refluxed for 30 minutes until complete. The reaction mixture was cooled to 0° C., water (0.5 mL) was added followe... Starting materials: ClCC1=NN(C(=C1)CCl)C1=C(C=C(C=C1)[N+](=O)[O-])C(=O)C1=CC=CC=C1 ([2-[3,5-bis(Chloromethyl)pyrazol-1-yl]-5-nitrophenyl]-phenylmethanone), C1(C=2C(C(N1)=O)=CC=CC2)=O.[K] (potassium phthalimide). Run in CN(C)C=O (DMF). Yields the product C1(C=2C(C(N1CC1=NN(C(=C1)CN1C(C=3C(C1=O)=CC=CC3)=O)C3=C(C=C(C=C3)[N+](=O)[O-])C(=O)C3=CC=CC=C3)=O)=CC=CC2)=O ([2-[3,5-bis(Phthalimidomethyl)pyrazol-1-yl]-5-nitrophenyl]phenylmethanone). As a reaction SMILES: Cl[CH2:2][C:3]1[CH:7]=[C:6]([CH2:8]Cl)[N:5]([C:10]2[CH:15]=[CH:14][C:13]([N+:16]([O-:18])=[O:17])=[CH:12][C:11]=2[C:19]([C:21]2[CH:26]=[CH:25][CH:24]=[CH:23][CH:22]=2)=[O:20])[N:4]=1.[C:27]1(=[O:37])[NH:31][C:30](=[O:32])[C:29]2=[CH:33][CH:34]=[CH:35][CH:36]=[C:28]12.[K]>CN(C=O)C>[C:27]1(=[O:37])[N:31]([CH2:2][C:3]2[CH:7]=[C:6]([CH2:8][N:31]3[C:30](=[O:32])[C:29]4=[CH:33][CH:34]=[CH:35][CH:36]=[C:28]4[C:27]3=[O:37])[N:5]([C:10]3[CH:15]=[CH:14][C:13]([N+:16]([O-:18])=[O:17])=[CH:12][C:11]=3[C:19]([C:21]3[CH:26]=[CH:25][CH:24]=[CH:23][CH:22]=3)=[O:20])[N:4]=2)[C:30](=[O:32])[C:29]2=[CH:33][CH:34]=[CH:35][CH:36]=[C:28]12 |f:1.2,^1:37|. Procedure: A mixture of 12.8 g. (32.8 mmol) of the end product of Example 24, 18.5 g. (100 mmol) of potassium phthalimide, and 250 ml. of DMF was stirred and heated at 65° for 18 hours. After cooling, the mixture was poured over ice, washed with dil. brine, dried (MgSO4) and concentrated in vacuo. The residue was filtered through silica gel using EtOAc as an eluent. Removal of the solvent left the end product as a pale yellow solid, mp. 220°-224°. The analytical sample was prepared by recrystallization fro... Reactants: C(C)(=O)OCC1(CCCCC1)CBr (1-acetoxymethyl-1-bromomethylcyclohexane), Br (hydrobromic acid). Solvent: C(C)O (ethanol). Product: BrCC1(CCCCC1)CO (1-Bromomethyl-1-hydroxymethyl-cyclohexane). Isolated yield 70.0%. Reaction SMILES: C([O:4][CH2:5][C:6]1([CH2:12][Br:13])[CH2:11][CH2:10][CH2:9][CH2:8][CH2:7]1)(=O)C.Br>C(O)C>[Br:13][CH2:12][C:6]1([CH2:5][OH:4])[CH2:11][CH2:10][CH2:9][CH2:8][CH2:7]1. Reported procedure: 42 g of the 1-acetoxymethyl-1-bromomethylcyclohexane resulting from the preceding stage and dissolved in 80 cm3 of ethanol were heated under reflux for 6 hours, in the presence of 3 cm3 of 48% hydrobromic acid. The ethanol was evaporated off and the oil obtained was distilled. 1-Bromomethyl-1-hydroxymethyl-cyclohexane was obtained. Reactants: CN(/C=C/C(=O)C1=NN(C=CC1=O)C1=CC=C(C=C1)OC(F)(F)F)C (3-((E)-3-Dimethylamino-acryloyl)-1-(4-trifluoromethoxy-phenyl)-1H-pyridazin-4-one), C1=NC=CC2=C(C=CC=C12)NN (isoquinolin-5-yl-hydrazine). Yields the product C1=NC=CC2=C(C=CC=C12)N1N=CC=C1C1=NN(C=CC1=O)C1=CC=C(C=C1)OC(F)(F)F (3-(2-Isoquinolin-5-yl-2H-pyrazol-3-yl)-1-(4-trifluoromethoxy-phenyl)-1H-pyridazin-4-one). RXN SMILES: CN(C)/[CH:3]=[CH:4]/[C:5]([C:7]1[C:12](=[O:13])[CH:11]=[CH:10][N:9]([C:14]2[CH:19]=[CH:18][C:17]([O:20][C:21]([F:24])([F:23])[F:22])=[CH:16][CH:15]=2)[N:8]=1)=O.[CH:26]1[C:35]2[C:30](=[C:31]([NH:36][NH2:37])[CH:32]=[CH:33][CH:34]=2)[CH:29]=[CH:28][N:27]=1>>[CH:26]1[C:35]2[C:30](=[C:31]([N:36]3[C:5]([C:7]4[C:12](=[O:13])[CH:11]=[CH:10][N:9]([C:14]5[CH:19]=[CH:18][C:17]([O:20][C:21]([F:24])([F:22])[F:23])=[CH:16][CH:15]=5)[N:8]=4)=[CH:4][CH:3]=[N:37]3)[CH:32]=[CH:33][CH:34]=2)[CH:29]=[CH:28][N:27]=1. Procedure: The product was obtained starting from 3-((E)-3-Dimethylamino-acryloyl)-1-(4-trifluoromethoxy-phenyl)-1H-pyridazin-4-one (A-8) and isoquinolin-5-yl-hydrazine according to the method described for example 91. MS: M=450.1 (M+H)+ Starting materials: C(C1=CC=CC=C1)(=O)NC(CC(=O)OCC)C1=CC(=CC=C1)NS(=O)(=O)C1=CC(=CC=C1)[N+](=O)[O-] (Ethyl 3-benzoylamino-3-(3-(-3-nitrobenzenesulphonylamino)-phenyl)-propionate), [Sn](Cl)Cl (tin-(II) chloride). Product: NC=1C=C(C=CC1)S(=O)(=O)NC=1C=C(C=CC1)C(CC(=O)OCC)NC(C1=CC=CC=C1)=O (Ethyl 3-(3-(-3-aminobenzenesulphonylamino)-phenyl)-3-benzoylamino-propionate). Reaction SMILES: [C:1]([NH:9][CH:10]([C:17]1[CH:22]=[CH:21][CH:20]=[C:19]([NH:23][S:24]([C:27]2[CH:32]=[CH:31][CH:30]=[C:29]([N+:33]([O-])=O)[CH:28]=2)(=[O:26])=[O:25])[CH:18]=1)[CH2:11][C:12]([O:14][CH2:15][CH3:16])=[O:13])(=[O:8])[C:2]1[CH:7]=[CH:6][CH:5]=[CH:4][CH:3]=1.[Sn](Cl)Cl>>[NH2:33][C:29]1[CH:28]=[C:27]([S:24]([NH:23][C:19]2[CH:18]=[C:17]([CH:10]([NH:9][C:1](=[O:8])[C:2]3[CH:7]=[CH:6][CH:5]=[CH:4][CH:3]=3)[CH2:11][C:12]([O:14][CH2:15][CH3:16])=[O:13])[CH:22]=[CH:21][CH:20]=2)(=[O:25])=[O:26])[CH:32]=[CH:31][CH:30]=1. Reported procedure: Corresponding to Example 3d, 1.76 g of (4c) were treated with tin-(II) chloride. A yellowish solid was obtained (yield: 779 mg).